Dataset: the Open Reaction Database (ORD), a public repository of structured organic reaction records. Task: describe an organic reaction: reactants, conditions, products, and yield Starting materials: C(C1=CC=CC=C1)OC1=CC=C(C=C1)C(C(C(=O)OCC)CC1=CC(=CC=C1)OC(C(F)F)(F)F)=O (ethyl 3-[4-(benzyloxy)phenyl]-3-oxo-2-[3-(1,1,2,2-tetrafluoroethoxy)benzyl]propanoate), O (water), Cl (Hydrochloric acid), [BH4-].[Na+] (sodium borohydride). The reagents and catalysts are [Cl-].[Zn+2].[Cl-] (zinc chloride). The solvent is C(C)OCC (diethyl ether), C(C)OCC (diethyl ether). Conditions: time 30 minute. The product is C(C1=CC=CC=C1)OC1=CC=C(C=C1)C(C(C(=O)OCC)CC1=CC(=CC=C1)OC(C(F)F)(F)F)O (ethyl(2RS,3RS)-3-[4-(benzyloxy)phenyl]-3-hydroxy-2-[3-(1,1,2,2-tetrafluoroethoxy) benzyl]propanoate). As a reaction SMILES: [BH4-].[Na+].[CH2:3]([O:10][C:11]1[CH:16]=[CH:15][C:14]([C:17](=[O:38])[CH:18]([CH2:24][C:25]2[CH:30]=[CH:29][CH:28]=[C:27]([O:31][C:32]([F:37])([F:36])[CH:33]([F:35])[F:34])[CH:26]=2)[C:19]([O:21][CH2:22][CH3:23])=[O:20])=[CH:13][CH:12]=1)[C:4]1[CH:9]=[CH:8][CH:7]=[CH:6][CH:5]=1.Cl.O>C(OCC)C.[Cl-].[Zn+2].[Cl-]>[CH2:3]([O:10][C:11]1[CH:16]=[CH:15][C:14]([CH:17]([OH:38])[CH:18]([CH2:24][C:25]2[CH:30]=[CH:29][CH:28]=[C:27]([O:31][C:32]([F:36])([F:37])[CH:33]([F:34])[F:35])[CH:26]=2)[C:19]([O:21][CH2:22][CH3:23])=[O:20])=[CH:13][CH:12]=1)[C:4]1[CH:5]=[CH:6][CH:7]=[CH:8][CH:9]=1 |f:0.1,6.7.8|. Procedure: To a solution of zinc chloride (18.9 g, 139 mmol) in diethyl ether (500 ml) was added sodium borohydride (10.5 g, 278 mmol), and the mixture was stirred at room temperature for 30 min. Insoluble material was filtered off. To the filtrate was added a solution of ethyl 3-[4-(benzyloxy)phenyl]-3-oxo-2-[3-(1,1,2,2-tetrafluoroethoxy)benzyl]propanoate (35.0 g, 69.4 mmol) in diethyl ether (200 ml) at 0° C., and the mixture was stirred for 30 min. 1N Hydrochloric acid was added to the reaction solution ... Reactants: COc1ccc(-c2cc(-c3ccccc3)cc3c2OC(COS(=O)(=O)c2ccc(C)cc2)C3)cc1, CN, Cl. Product: CNCC1Cc2cc(-c3ccccc3)cc(-c3ccc(OC)cc3)c2O1. RXN SMILES: [CH3:2][O:3][c:4]1[cH:5][cH:6][c:7](-[c:10]2[cH:11][c:12](-[c:31]3[cH:32][cH:33][cH:34][cH:35][cH:36]3)[cH:13][c:14]3[c:18]2[O:17][CH:16]([CH2:19][O:20][S:21]([c:22]2[cH:23][cH:24][c:25]([CH3:26])[cH:27][cH:28]2)(=[O:29])=[O:30])[CH2:15]3)[cH:8][cH:9]1.[CH3:37][NH2:38].[ClH:1]>>[CH3:2][O:3][c:4]1[cH:5][cH:6][c:7](-[c:10]2[cH:11][c:12](-[c:31]3[cH:32][cH:33][cH:34][cH:35][cH:36]3)[cH:13][c:14]3[c:18]2[O:17][CH:16]([CH2:19][NH:38][CH3:37])[CH2:15]3)[cH:8][cH:9]1. Starting materials: C(O)([O-])=O.[Na+] (sodium hydrogen carbonate), C(C)NC1=NC=C(C=C1)C(F)(F)F (N-ethyl-(5-trifluoromethylpyridin-2-yl)-amine), S(O)(O)(=O)=O (sulfuric acid), [N+](=O)(O)[O-] (nitric acid), S(O)(O)(=O)=O (sulfuric acid). Reaction conditions: temperature 95 celsius. The product is C(C)NC1=NC=C(C=C1[N+](=O)[O-])C(F)(F)F (N-ethyl-(3-nitro-5-trifluoromethylpyridin-2-yl)-amine). RXN SMILES: [CH2:1]([NH:3][C:4]1[CH:9]=[CH:8][C:7]([C:10]([F:13])([F:12])[F:11])=[CH:6][N:5]=1)[CH3:2].S(=O)(=O)(O)O.[N+:19]([O-])([OH:21])=[O:20].C(=O)([O-])O.[Na+]>>[CH2:1]([NH:3][C:4]1[C:9]([N+:19]([O-:21])=[O:20])=[CH:8][C:7]([C:10]([F:13])([F:11])[F:12])=[CH:6][N:5]=1)[CH3:2] |f:3.4|. Procedure details: A mixture of N-ethyl-(5-trifluoromethylpyridin-2-yl)-amine (1.0 g) and sulfuric acid (7 ml) was stirred with heating at 95° C., and then a mixture of fuming nitric acid (0.45 ml) and sulfuric acid (3 ml) were added thereto, and stirred with heating for 1 hour. The reaction mixture cooling to room temperature was poured into ice, and then saturated aqueous sodium hydrogen carbonate solution was poured, and extracted with ethyl acetate. The organic layer was dried over sodium sulfate, and concentr... The reactants are C(C)(=O)N1CCC2=C(C(C1)C1=CC=CC=C1)C=C(C(=C2)OC)S(=O)(=O)Cl (3-acetyl-8-chlorosulfonyl-7-methoxy-1-phenyl-2,3,4,5-tetrahydro-1H-3-benzazepine), [OH-].[NH4+] (ammonium hydroxide), Cl (hydrochloric acid). Yields the product Cl.COC1=CC2=C(C(CNCC2)C2=CC=CC=C2)C=C1S(N)(=O)=O (7-methoxy-1-phenyl-8-sulfamoyl-2,3,4,5-tetrahydro-1H-3-benzazepine hydrochloride). Reaction SMILES: C([N:4]1[CH2:10][CH:9]([C:11]2[CH:16]=[CH:15][CH:14]=[CH:13][CH:12]=2)[C:8]2[CH:17]=[C:18]([S:23]([Cl:26])(=[O:25])=[O:24])[C:19]([O:21][CH3:22])=[CH:20][C:7]=2[CH2:6][CH2:5]1)(=O)C.[OH-].[NH4+:28].Cl>>[ClH:26].[CH3:22][O:21][C:19]1[C:18]([S:23](=[O:25])(=[O:24])[NH2:28])=[CH:17][C:8]2[CH:9]([C:11]3[CH:16]=[CH:15][CH:14]=[CH:13][CH:12]=3)[CH2:10][NH:4][CH2:5][CH2:6][C:7]=2[CH:20]=1 |f:1.2,4.5|. Reported procedure: By the procedure of Example 2, 3-acetyl-8-chlorosulfonyl-7-methoxy-1-phenyl-2,3,4,5-tetrahydro-1H-3-benzazepine is treated with ammonium hydroxide followed by hydrochloric acid to give 7-methoxy-1-phenyl-8-sulfamoyl-2,3,4,5-tetrahydro-1H-3-benzazepine hydrochloride. Reactants: C(C)(C)(C)OC(=O)N1CC2CC(=C(C(C1)N2C(=O)OC(C)(C)C)C(N(CC2=C(C(=CC=C2)Cl)Cl)C2CC2)=O)C=2SC=C(N2)CCCO (6-[Cyclopropyl-(2,3-dichlorobenzyl)carbamoyl]-7-[4-(3-hydroxypropyl)thiazol-2-yl]-3,9-diazabicyclo[3.3.1]non-6-ene-3,9-dicarboxylic acid di-tert-butyl ester), FC1=C(C(=CC=C1)F)O (2,6-difluorophenol). Product: C(C)(C)(C)OC(=O)N1CC2CC(=C(C(C1)N2C(=O)OC(C)(C)C)C(N(CC2=C(C(=CC=C2)Cl)Cl)C2CC2)=O)C=2SC=C(N2)CCCOC2=C(C=CC=C2F)F (6-[Cyclopropyl-(2,3-dichlorobenzyl)carbamoyl]-7-{4-[3-(2,6-difluorophenoxy)propyl]thiazol-2-yl}-3,9-diazabicyclo[3.3.1]non-6-ene-3,9-dicarboxylic acid di-tert-butyl ester). As a reaction SMILES: [C:1]([O:5][C:6]([N:8]1[CH2:15][CH:14]2[N:16]([C:17]([O:19][C:20]([CH3:23])([CH3:22])[CH3:21])=[O:18])[CH:10]([CH2:11][C:12]([C:39]3[S:40][CH:41]=[C:42]([CH2:44][CH2:45][CH2:46][OH:47])[N:43]=3)=[C:13]2[C:24](=[O:38])[N:25]([CH:35]2[CH2:37][CH2:36]2)[CH2:26][C:27]2[CH:32]=[CH:31][CH:30]=[C:29]([Cl:33])[C:28]=2[Cl:34])[CH2:9]1)=[O:7])([CH3:4])([CH3:3])[CH3:2].[F:48][C:49]1[CH:54]=[CH:53][CH:52]=[C:51]([F:55])[C:50]=1O>>[C:1]([O:5][C:6]([N:8]1[CH2:15][CH:14]2[N:16]([C:17]([O:19][C:20]([CH3:23])([CH3:22])[CH3:21])=[O:18])[CH:10]([CH2:11][C:12]([C:39]3[S:40][CH:41]=[C:42]([CH2:44][CH2:45][CH2:46][O:47][C:50]4[C:49]([F:48])=[CH:54][CH:53]=[CH:52][C:51]=4[F:55])[N:43]=3)=[C:13]2[C:24](=[O:38])[N:25]([CH:35]2[CH2:36][CH2:37]2)[CH2:26][C:27]2[CH:32]=[CH:31][CH:30]=[C:29]([Cl:33])[C:28]=2[Cl:34])[CH2:9]1)=[O:7])([CH3:4])([CH3:2])[CH3:3]. Reported procedure: This compound is prepared from compound E4 and 2,6-difluorophenol, according to the above-described procedure A. LC-MS: tR=1.24 min, ES+: 819.40. Starting materials: C1OC=2C=C(C=CC2O1)C=CC(CC)=O (1-(3,4-methylenedioxyphenyl)-1-pentene-3-one), C=O (paraformaldehyde), Cl.N1CCOCC1 (morpholine hydrochloride). Run in alcohol. Product: C1OC=2C=C(C=CC2O1)C=CC(C(CN1CCOCC1)C)=O (1-(3,4-methylenedioxyphenyl)-4-methyl-5-morpholino-1-pentene-3-one). Reaction SMILES: [CH2:1]1[O:9][C:8]2[CH:7]=[CH:6][C:5]([CH:10]=[CH:11][C:12](=[O:15])[CH2:13][CH3:14])=[CH:4][C:3]=2[O:2]1.[CH2:16]=O.Cl.[NH:19]1[CH2:24][CH2:23][O:22][CH2:21][CH2:20]1>>[CH2:1]1[O:9][C:8]2[CH:7]=[CH:6][C:5]([CH:10]=[CH:11][C:12](=[O:15])[CH:13]([CH3:16])[CH2:14][N:19]3[CH2:24][CH2:23][O:22][CH2:21][CH2:20]3)=[CH:4][C:3]=2[O:2]1 |f:2.3|. Procedure: A mixture of 20 g of 1-(3,4-methylenedioxyphenyl)-1-pentene-3-one (0.1 mole), 3 g of paraformaldehyde (0.1 mole) and 12.2 g of morpholine hydrochloride (0.1 mole) in 100 cm3 of absolute alcohol adjusted to a pH of 3 is refluxed for 9 hours. The alcohol is removed and the product is taken up in water. The product is then extracted with chloroform, and the basic, aqueous phase is taken and re-extracted with benzene. A yellow oil is obtained which can be used for the reduction of Example 6. Procedure details: In accordance with the above procedure, but where, in place of 6-hexanolactone, there is used 4-butanolactone, 8-octanolacetone or 10-decanolactone, there is obtained the corresponding 4-hydroxybutanol, 8-hydroxyoctanal or 10-hydroxydecanal. RXN SMILES: [C:1]1(=[O:8])O[CH2:6][CH2:5][CH2:4][CH2:3][CH2:2]1.[C:9]1(=[O:14])[O:13][CH2:12][CH2:11][CH2:10]1.[C:15]1(=[O:26])[O:25][CH2:24][CH2:23][CH2:22][CH2:21][CH2:20][CH2:19][CH2:18][CH2:17][CH2:16]1>>[OH:13][CH2:12][CH2:11][CH2:10][CH2:9][OH:14].[OH:25][CH2:24][CH2:23][CH2:6][CH2:5][CH2:4][CH2:3][CH2:2][CH:1]=[O:8].[OH:26][CH2:15][CH2:16][CH2:17][CH2:18][CH2:19][CH2:20][CH2:21][CH2:22][CH2:23][CH:24]=[O:25]. Starting materials: C1(CCCO1)=O (4-butanolactone), C1(CCCCCCCCCO1)=O (10-decanolactone), C1(CCCCCO1)=O (6-hexanolactone). Product: OCCCCO (4-hydroxybutanol), OCCCCCCCC=O (8-hydroxyoctanal), OCCCCCCCCCC=O (10-hydroxydecanal).